This data is from the Open Reaction Database (ORD), a public repository of structured organic reaction records. The task is: describe an organic reaction: reactants, conditions, products, and yield Reactants: C(C)(C)C=1C(=[N+](C=CC1)[O-])C (3-isopropyl-2-methyl-pyridine 1-oxide), C(=O)(C(F)(F)F)OC(=O)C(F)(F)F (TFAA), C(=O)(C(F)(F)F)OC(=O)C(F)(F)F (TFAA). The solvent is C(Cl)Cl (CH2Cl2). Reaction conditions: time 3 hour. The product is C(C)(C)C=1C(=NC=CC1)CO ((3-isopropyl-pyridin-2-yl)-methanol). The yield is 99.0%. RXN SMILES: [CH:1]([C:4]1[C:5]([CH3:11])=[N+:6]([O-])[CH:7]=[CH:8][CH:9]=1)([CH3:3])[CH3:2].C(OC(C(F)(F)F)=O)(C(F)(F)F)=[O:13]>C(Cl)Cl>[CH:1]([C:4]1[C:5]([CH2:11][OH:13])=[N:6][CH:7]=[CH:8][CH:9]=1)([CH3:3])[CH3:2]. Reported procedure: To a stirred solution of 3-isopropyl-2-methyl-pyridine 1-oxide (26.05 g, 173 mmol) in CH2Cl2 (690 mL) was added dropwise TFAA (51.83 mL) over 30 min. under N2 then stirred for an additional 3 h. Caution: exothermic reaction on addition of TFAA. The mixture was concentrated in vacuo to a minimum volume. Brine (200 mL) was added, basified to pH 9 with solid K2CO3 slowly, then the aqueous mixture was extracted with CH2Cl2 (3×100 mL). The combined organic layers were dried over Na2SO4 and concentrat... Starting materials: ClCCOC1=C(C=C2C(=C(C=NC2=C1)C#N)NC1=CC=C2C=NNC2=C1)OC (7-(2-chloro-ethoxy)-4-(1H-indazol-6-ylamino)-6-methoxy-quinoline-3-carbonitrile), product, COCCOC (DME), OCCN1CCNCC1 (1-(2-hydroxyethyl)piperazine), [I-].[Na+] (sodium iodide). Conditions: temperature 135 celsius. Product: OCCN1CCN(CC1)CCOC1=NC2=CC=C(C=C2C(=C1C#N)NC1=CC=C2C=NNC2=C1)OC (2-[(4-(2-Hydroxy-ethyl)-piperazin-1-yl)-ethoxy]-4-(1H-indazol-6-ylamino)-6-methoxy-quinoline-3-carbonitrile). As a reaction SMILES: ClCCO[C:5]1[CH:14]=[C:13]2[C:8]([C:9]([NH:17][C:18]3[CH:26]=[C:25]4[C:21]([CH:22]=[N:23][NH:24]4)=[CH:20][CH:19]=3)=[C:10]([C:15]#[N:16])[CH:11]=[N:12]2)=[CH:7][C:6]=1[O:27][CH3:28].[OH:29][CH2:30][CH2:31][N:32]1[CH2:37][CH2:36][NH:35][CH2:34][CH2:33]1.[I-].[Na+].C[O:41][CH2:42][CH2:43]OC>>[OH:29][CH2:30][CH2:31][N:32]1[CH2:37][CH2:36][N:35]([CH2:43][CH2:42][O:41][C:11]2[C:10]([C:15]#[N:16])=[C:9]([NH:17][C:18]3[CH:26]=[C:25]4[C:21]([CH:22]=[N:23][NH:24]4)=[CH:20][CH:19]=3)[C:8]3[C:13](=[CH:14][CH:5]=[C:6]([O:27][CH3:28])[CH:7]=3)[N:12]=2)[CH2:34][CH2:33]1 |f:2.3|. Reported procedure: Using an analogous procedure to that described in Example 157, 196.5 mg (0.5 mmol) of the 7-(2-chloro-ethoxy)-4-(1H-indazol-6-ylamino)-6-methoxy-quinoline-3-carbonitrile, 651.0 mg (5.0 mmol) of 1-(2-hydroxyethyl)piperazine and 75.0 mg (0.5 mmol) of sodium iodide in 5 mL of DME was heated at 135° C. for 16 hr. The work up gave 90.5 mg (37.1%) of the product as a yellow solid, m.p. 174° C. (dec.), mass (electrospray, m/e): M+H 488.0.